This data is from the Open Reaction Database (ORD), a public repository of structured organic reaction records. The task is: describe an organic reaction: reactants, conditions, products, and yield Starting materials: C[SiH](C)OC1C(C(C)(C)C)CN1c1ccc(N2CC(CO)OC2=O)cc1F, CCCCP(CCCC)CCCC, O=C(N=NC(=O)N1CCCCC1)N1CCCCC1, C1CCOC1, Oc1ccon1. Product: C[SiH](C)OC1C(C(C)(C)C)CN1c1ccc(N2CC(COc3ccon3)OC2=O)cc1F. Reaction SMILES: [C:1]([CH3:2])([CH3:3])([CH3:4])[CH:5]1[CH:6]([O:24][SiH:25]([CH3:26])[CH3:27])[N:7]([c:9]2[c:10]([F:23])[cH:11][c:12]([N:15]3[C:16](=[O:22])[O:17][CH:18]([CH2:20][OH:21])[CH2:19]3)[cH:13][cH:14]2)[CH2:8]1.[CH2:34]([P:35]([CH2:36][CH2:37][CH2:38][CH3:39])[CH2:40][CH2:41][CH2:42][CH3:43])[CH2:44][CH2:45][CH3:46].[N:47]([C:48]([N:49]1[CH2:50][CH2:51][CH2:52][CH2:53][CH2:54]1)=[O:55])=[N:56][C:57]([N:58]1[CH2:59][CH2:60][CH2:61][CH2:62][CH2:63]1)=[O:64].[O:65]1[CH2:66][CH2:67][CH2:68][CH2:69]1.[OH:28][c:29]1[n:30][o:31][cH:32][cH:33]1>>[C:1]([CH3:2])([CH3:3])([CH3:4])[CH:5]1[CH:6]([O:24][SiH:25]([CH3:26])[CH3:27])[N:7]([c:9]2[c:10]([F:23])[cH:11][c:12]([N:15]3[C:16](=[O:22])[O:17][CH:18]([CH2:20][O:21][c:29]4[n:30][o:31][cH:32][cH:33]4)[CH2:19]3)[cH:13][cH:14]2)[CH2:8]1. Reactants: CS(C)=O, [H-], CC(c1cccc(OCCCN)c1)N1CCCC1, [Na+], O, COC(=O)C(C)(C)O. Yields the product CC(c1cccc(OCCCNC(=O)C(C)(C)O)c1)N1CCCC1. RXN SMILES: [CH3:30][S:31]([CH3:32])=[O:33].[H-:1].[N:3]1([CH:8]([CH3:9])[c:10]2[cH:11][c:12]([O:13][CH2:14][CH2:15][CH2:16][NH2:17])[cH:18][cH:19][cH:20]2)[CH2:4][CH2:5][CH2:6][CH2:7]1.[Na+:2].[OH2:29].[OH:21][C:22]([C:23](=[O:24])[O:25][CH3:26])([CH3:27])[CH3:28]>>[N:3]1([CH:8]([CH3:9])[c:10]2[cH:11][c:12]([O:13][CH2:14][CH2:15][CH2:16][NH:17][C:23]([C:22]([OH:21])([CH3:27])[CH3:28])=[O:24])[cH:18][cH:19][cH:20]2)[CH2:4][CH2:5][CH2:6][CH2:7]1. Reactants: N (ammonia), ClC1=C(C=CC=C1)C1=NC(=NN1CC(=O)O)CN1N=C(N(C1=O)C[C@@H](C(F)(F)F)O)C1=CC=C(C=C1)Cl ([5-(2-Chlorophenyl)-3-({3-(4-chlorophenyl)-5-oxo-4-[(2S)-3,3,3-trifluoro-2-hydroxypropyl]-4,5-dihydro-1H-1,2,4-triazol-1-yl}methyl)-1H-1,2,4-triazol-1-yl]acetic acid), C=1C=CC2=C(C1)N=NN2O (HOBt), C(CCl)Cl (EDC), N (ammonia). Run in CN(C)C=O (DMF), O (water). Reaction conditions: time 10 minute. Yields the product ClC1=C(C=CC=C1)C1=NC(=NN1CC(=O)N)CN1N=C(N(C1=O)C[C@@H](C(F)(F)F)O)C1=CC=C(C=C1)Cl (2-[5-(2-Chlorophenyl)-3-({3-(4-chlorophenyl)-5-oxo-4-[(2S)-3,3,3-trifluoro-2-hydroxypropyl]-4,5-dihydro-1H-1,2,4-triazol-1-yl}methyl)-1H-1,2,4-triazol-1-yl]acetamide). RXN SMILES: [Cl:1][C:2]1[CH:7]=[CH:6][CH:5]=[CH:4][C:3]=1[C:8]1[N:12]([CH2:13][C:14](O)=[O:15])[N:11]=[C:10]([CH2:17][N:18]2[C:22](=[O:23])[N:21]([CH2:24][C@H:25]([OH:30])[C:26]([F:29])([F:28])[F:27])[C:20]([C:31]3[CH:36]=CC(Cl)=[CH:33][CH:32]=3)=[N:19]2)[N:9]=1.C1C=CC2N(O)N=[N:44]C=2C=1.[CH2:48]([Cl:51])[CH2:49]Cl.N>CN(C=O)C.O>[Cl:1][C:2]1[CH:7]=[CH:6][CH:5]=[CH:4][C:3]=1[C:8]1[N:12]([CH2:13][C:14]([NH2:44])=[O:15])[N:11]=[C:10]([CH2:17][N:18]2[C:22](=[O:23])[N:21]([CH2:24][C@H:25]([OH:30])[C:26]([F:27])([F:28])[F:29])[C:20]([C:31]3[CH:36]=[CH:49][C:48]([Cl:51])=[CH:33][CH:32]=3)=[N:19]2)[N:9]=1. Reported procedure: 54 mg (0.10 mmol) of the compound from Example 60 were initially charged in 4 ml of DMF, and 19 mg (0.13 mmol) of HOBt and 24 mg (0.03 mmol) of EDC were added. After 10 min of stirring at RT, 0.1 ml (1.93 mmol) of ammonia solution (32% strength in water) were added and the mixture was stirred at room temperature for 16 h. The reaction solution was then freed from excess ammonia under reduced pressure, about 3 ml of water were added and the mixture was extracted three times with in each case 5 ml... Reactants: C(C1=CC=CC=C1)N1CC(C(C1)Cl)CN=[N+]=[N-] (1-benzyl-3-azidomethyl-4-chloropyrrolidine). The reagents and catalysts are [C].[Pd] (palladium carbon). Run in C(C)O (ethanol). The product is NCC1CN(CC1Cl)CC1=CC=CC=C1 (3-aminomethyl -1-benzyl-4-chloropyrrolidine). Isolated yield 110.1%. RXN SMILES: [CH2:1]([N:8]1[CH2:12][CH:11]([Cl:13])[CH:10]([CH2:14][N:15]=[N+]=[N-])[CH2:9]1)[C:2]1[CH:7]=[CH:6][CH:5]=[CH:4][CH:3]=1>[C].[Pd].C(O)C>[NH2:15][CH2:14][CH:10]1[CH:11]([Cl:13])[CH2:12][N:8]([CH2:1][C:2]2[CH:7]=[CH:6][CH:5]=[CH:4][CH:3]=2)[CH2:9]1 |f:1.2|. Procedure details: To 1-benzyl-3-azidomethyl-4-chloropyrrolidine (3.0 g) are added ethanol (50 ml) and 10 % palladium carbon (0.5 g), and catalytic reduction is carried out under a hydrogen pressure of from 3 to 4 atm. at 50° C. After removing the catalyst from the mixture by a filteration, the resultant is concentrated to give 3-aminomethyl -1-benzyl-4-chloropyrrolidine (2.96g) as an oil.